Dataset: the Open Reaction Database (ORD), a public repository of structured organic reaction records. Task: describe an organic reaction: reactants, conditions, products, and yield Starting materials: COC=1C=CC(=C(C=O)C1)C (5-methoxy-2-methylbenzaldehyde), Cl.N1=CC=CC=C1 (pyridine hydrochloride). Run in O (Water). Run at temperature 170 celsius. The product is OC=1C=CC(=C(C=O)C1)C (5-hydroxy-2-methylbenzaldehyde). Yield: 47.2%. As a reaction SMILES: C[O:2][C:3]1[CH:4]=[CH:5][C:6]([CH3:11])=[C:7]([CH:10]=1)[CH:8]=[O:9].Cl.N1C=CC=CC=1>O>[OH:2][C:3]1[CH:4]=[CH:5][C:6]([CH3:11])=[C:7]([CH:10]=1)[CH:8]=[O:9] |f:1.2|. Procedure details: A stirred mixture of 5-methoxy-2-methylbenzaldehyde (24.9 g) and pyridine hydrochloride (100 g) is heated at 170° C. for 7 hours. Water (250 mL) is added cautiously to the reaction mixture at 140° C. and the very dark mixture is extracted twice with chloroform (250 mL), filtration through hyflo removes a small amount of insoluble black solid and aids separation. The organic phase is washed with 1 N hydrochloric acid (250 mL), with water (250 mL), with brine (250 mL), dried over magnesium sulphat...